From a dataset of the Open Reaction Database (ORD), a public repository of structured organic reaction records. describe an organic reaction: reactants, conditions, products, and yield Starting materials: O=C1CN2CCC(CC2)N1, C1CCOC1, O. Yields the product C1CN2CCC(CC2)N1. Reaction SMILES: [N:1]12[CH2:2][C:3](=[O:10])[NH:4][CH:5]([CH2:6][CH2:7]1)[CH2:8][CH2:9]2.[O:12]1[CH2:13][CH2:14][CH2:15][CH2:16]1.[OH2:11]>>[N:1]12[CH2:2][CH2:3][NH:4][CH:5]([CH2:6][CH2:7]1)[CH2:8][CH2:9]2. Reactants: COC(=O)c1ccc(I)cc1OCc1ccccc1, CC(C)C[Al+]CC(C)C, Cc1ccccc1, [H-]. The product is OCc1ccc(I)cc1OCc1ccccc1. As a reaction SMILES: [CH2:1]([c:2]1[cH:3][cH:4][cH:5][cH:6][cH:7]1)[O:8][c:9]1[c:10]([C:11](=[O:12])[O:13][CH3:14])[cH:15][cH:16][c:17]([I:19])[cH:18]1.[CH2:21]([Al+:22][CH2:23][CH:24]([CH3:25])[CH3:26])[CH:27]([CH3:28])[CH3:29].[CH3:30][c:31]1[cH:32][cH:33][cH:34][cH:35][cH:36]1.[H-:20]>>[CH2:1]([c:2]1[cH:3][cH:4][cH:5][cH:6][cH:7]1)[O:8][c:9]1[c:10]([CH2:11][OH:12])[cH:15][cH:16][c:17]([I:19])[cH:18]1. Starting materials: COC(=O)C(CSC(CNCC1CC1)c1ccccc1)NC(=O)OC(C)(C)C, CN1CCOCC1, CN(C)C=O, [Li+], C1CCOC1, [OH-], O, [N-]=[N+]=NP(=O)(c1ccccc1)c1ccccc1. Yields the product CC(C)(C)OC(=O)NC1CSC(c2ccccc2)CN(CC2CC2)C1=O. Reaction SMILES: [C:3]([CH3:4])([CH3:5])([CH3:6])[O:7][C:8](=[O:9])[NH:10][CH:11]([CH2:12][S:13][CH:14]([CH2:15][NH:16][CH2:17][CH:18]1[CH2:19][CH2:20]1)[c:21]1[cH:22][cH:23][cH:24][cH:25][cH:26]1)[C:27]([O:29][CH3:28])=[O:30].[CH3:48][N:49]1[CH2:50][CH2:51][O:52][CH2:53][CH2:54]1.[CH3:61][N:62]([CH3:63])[CH:64]=[O:65].[Li+:1].[O:55]1[CH2:56][CH2:57][CH2:58][CH2:59]1.[OH-:2].[OH2:60].[c:31]1([P:32]([N:33]=[N+:34]=[N-:35])([c:36]2[cH:37][cH:38][cH:39][cH:40][cH:41]2)=[O:42])[cH:43][cH:44][cH:45][cH:46][cH:47]1>>[C:3]([CH3:4])([CH3:5])([CH3:6])[O:7][C:8](=[O:9])[NH:10][CH:11]1[CH2:12][S:13][CH:14]([c:21]2[cH:22][cH:23][cH:24][cH:25][cH:26]2)[CH2:15][N:16]([CH2:17][CH:18]2[CH2:19][CH2:20]2)[C:27]1=[O:29].